This data is from the Open Reaction Database (ORD), a public repository of structured organic reaction records. The task is: describe an organic reaction: reactants, conditions, products, and yield Starting materials: N1=C(C=CC2=CC=CC=C12)C=O (2-quinolinecarboxaldehyde), CC1=CC=C(C=C1)S(=O)(=O)O (4-methylbenzenesulfonic acid), C(C)O (ethanol). Yields the product C(C)OC(C1=NC2=CC=CC=C2C=C1)OCC (2-(diethoxymethyl)quinoline). Reaction SMILES: [N:1]1[C:10]2[C:5](=[CH:6][CH:7]=[CH:8][CH:9]=2)[CH:4]=[CH:3][C:2]=1[CH:11]=[O:12].[CH3:13][C:14]1C=CC(S(O)(=O)=O)=CC=1.[CH2:24]([OH:26])[CH3:25]>>[CH2:13]([O:12][CH:11]([O:26][CH2:24][CH3:25])[C:2]1[CH:3]=[CH:4][C:5]2[C:10](=[CH:9][CH:8]=[CH:7][CH:6]=2)[N:1]=1)[CH3:14]. Reported procedure: A mixture of 2-quinolinecarboxaldehyde (0.08 mol) and 4-methylbenzenesulfonic acid (0.25 g) in ethanol (100 ml) was stirred and refluxed for 48 hours and brought to room temperature. The reaction was carried out again using the same quantities. The mixtures were combined. The solvent was evaporated. The residue was taken up in CH2Cl2. The organic solution was washed with K2CO3 10% and with H2O, then dried (MgSO4), filtered and the solvent was evaporated. The product was used without further puri...